Dataset: the Open Reaction Database (ORD), a public repository of structured organic reaction records. Task: describe an organic reaction: reactants, conditions, products, and yield The reactants are C(=C(F)Cl)(F)F (12 f), FC(C=1C=CC2=C(OC3=C(C(=C2)C(=O)O)C=CC=C3)C1)(F)F (3-trifluoromethyl-dibenz[b,f]oxepine-10-carboxylic acid). Yields the product FC(C=1C=CC2=C(OC3=C(C(=C2)CO)C=CC=C3)C1)(F)F ((3-Trifluoromethyl-dibenz[b,f]oxepin-10-yl)-methanol). Isolated yield 75.2%. Reaction SMILES: C(F)(F)=C(Cl)F.[F:7][C:8]([F:28])([F:27])[C:9]1[CH:10]=[CH:11][C:12]2[CH:18]=[C:17]([C:19](O)=[O:20])[C:16]3[CH:22]=[CH:23][CH:24]=[CH:25][C:15]=3[O:14][C:13]=2[CH:26]=1>>[F:27][C:8]([F:7])([F:28])[C:9]1[CH:10]=[CH:11][C:12]2[CH:18]=[C:17]([CH2:19][OH:20])[C:16]3[CH:22]=[CH:23][CH:24]=[CH:25][C:15]=3[O:14][C:13]=2[CH:26]=1. Procedure details: Preparation analogous to Example 12 f) from 3-trifluoromethyl-dibenz[b,f]oxepine-10-carboxylic acid. Product crystallised from tert-butyl methyl ether/hexane; yield: 75.2%; white crystals: TLC (silica gel; ethyl acetate/hexane=1:1; UV): Rf =0.31; 1H-NMR (CDCl3, 200 MHz): 2.76 (sbr, 1H); 4.72 (s, 2H); 6.96 (s, 1H); 7.16-7.48 (m, 7H).